Dataset: the Open Reaction Database (ORD), a public repository of structured organic reaction records. Task: describe an organic reaction: reactants, conditions, products, and yield Starting materials: N#CCc1cccc(Br)c1, CI, CCOC(C)=O, [H-], [Na+], C1CCOC1. Yields the product CC(C#N)c1cccc(Br)c1. As a reaction SMILES: [Br:1][c:2]1[cH:3][c:4]([CH2:8][C:9]#[N:10])[cH:5][cH:6][cH:7]1.[CH3:13][I:14].[CH3:20][CH2:21][O:22][C:23](=[O:24])[CH3:25].[H-:11].[Na+:12].[O:15]1[CH2:16][CH2:17][CH2:18][CH2:19]1>>[Br:1][c:2]1[cH:3][c:4]([CH:8]([C:9]#[N:10])[CH3:13])[cH:5][cH:6][cH:7]1. Reactants: CCCCC1CCc2cc(OC)ccc2C1=O, C=CC(C)=O, C1CCC2=NCCCN2CC1, C1CCOC1. The product is CCCCC1(CCC(C)=O)CCc2cc(OC)ccc2C1=O. As a reaction SMILES: [CH2:1]([CH2:2][CH2:3][CH3:4])[CH:5]1[C:6](=[O:17])[c:7]2[cH:8][cH:9][c:10]([O:15][CH3:16])[cH:11][c:12]2[CH2:13][CH2:14]1.[CH:29](=[CH2:30])[C:31](=[O:32])[CH3:33].[N:18]12[CH2:19][CH2:20][CH2:21][N:22]=[C:23]1[CH2:24][CH2:25][CH2:26][CH2:27][CH2:28]2.[O:34]1[CH2:35][CH2:36][CH2:37][CH2:38]1>>[CH2:1]([CH2:2][CH2:3][CH3:4])[C:5]1([CH2:30][CH2:29][C:31](=[O:32])[CH3:33])[C:6](=[O:17])[c:7]2[cH:8][cH:9][c:10]([O:15][CH3:16])[cH:11][c:12]2[CH2:13][CH2:14]1.